The task is: describe an organic reaction: reactants, conditions, products, and yield. This data is from the Open Reaction Database (ORD), a public repository of structured organic reaction records. The reactants are COC(=O)NC(C(=O)NC(Cc1ccc(-c2ccncc2)cc1)CC(O)C(Cc1ccccc1)N(C(=O)[O-])C(C)(C)C)C(C)(C)C, ClCCl, O=C(O)C(F)(F)F. Product: COC(=O)NC(C(=O)NC(Cc1ccc(-c2ccncc2)cc1)CC(O)C(N)Cc1ccccc1)C(C)(C)C. RXN SMILES: [C:1]([N:5]([C:2](=[O:3])[O-:4])[CH:9]([CH:10]([CH2:11][CH:12]([CH2:13][c:14]1[cH:15][cH:16][c:17](-[c:20]2[cH:21][cH:22][n:23][cH:24][cH:25]2)[cH:18][cH:19]1)[NH:26][C:27]([CH:28]([NH:29][C:30](=[O:31])[O:32][CH3:33])[C:34]([CH3:35])([CH3:36])[CH3:37])=[O:38])[OH:39])[CH2:40][c:41]1[cH:42][cH:43][cH:44][cH:45][cH:46]1)([CH3:6])([CH3:7])[CH3:8].[Cl:54][CH2:55][Cl:56].[OH:47][C:48]([C:49]([F:50])([F:51])[F:52])=[O:53]>>[NH2:5][CH:9]([CH:10]([CH2:11][CH:12]([CH2:13][c:14]1[cH:15][cH:16][c:17](-[c:20]2[cH:21][cH:22][n:23][cH:24][cH:25]2)[cH:18][cH:19]1)[NH:26][C:27]([CH:28]([NH:29][C:30](=[O:31])[O:32][CH3:33])[C:34]([CH3:35])([CH3:36])[CH3:37])=[O:38])[OH:39])[CH2:40][c:41]1[cH:42][cH:43][cH:44][cH:45][cH:46]1. The reactants are C(C)(C)N(CC)C(C)C (Diisopropylethylamine), O=C1N(C=C(N1)C1=CC(=CC=C1)OC)C1CCN(CC1)C(=O)O[C@@H]1C(N(C2=C(C(=N1)C1=CC=CC=C1)C=CC=C2)CC(F)(F)F)=O ((3R)-2-Oxo-5-phenyl-1-(2,2,2-trifluoroethyl)-2,3-dihydro-1H-1,4-benzodiazepin-3-yl 4-[2-oxo-4-(3-methoxyphenyl)-2,3-dihydro-1H-imidazol-1-yl]piperidine-1-carboxylate), C1=CC=C(C=C1)OC(=NC#N)OC2=CC=CC=C2 (diphenyl N-cyanocarbonimidate), Cl.C1(=CC=CC=C1)C=1NC(N(C1)C1CCNCC1)=O (4-phenyl-1-piperidin-4-yl-1,3-dihydro-2H-imidazol-2-one hydrochloride), product, Cl.C1(=CC=CC=C1)C=1NC(N(C1)C1CCNCC1)=O (4-phenyl-1-piperidin-4-yl-1,3-dihydro-2H-imidazol-2-one hydrochloride), C(C)(C)N(CC)C(C)C (diisopropylethylamine). Product: C(#N)N=C(N[C@H]1C(N(C2=C(C(=N1)C1=CC=CC=C1)C=CC=C2)CC(F)(F)F)=O)N2CCC(CC2)N2C(NC(=C2)C2=CC=CC=C2)=O (N′-Cyano-N-[(3R)-2-oxo-5-phenyl-1-(2,2,2-trifluoroethyl)-2,3-dihydro-1H-1,4-benzodiazepin-3-yl]-4-(2-oxo-4-phenyl-2,3-dihydro-1H-imidazol-1-yl)piperidine-1-carboximidamide). Reported procedure: Diisopropylethylamine (107 uL, 0.615 mmol) was added to a solution of (3R) 3-amino-2-oxo-5-phenyl-1-(2,2,2-trifluoroethyl)-2,3-dihydro-1H-1,4-benzodiazepine (205 mg, 0.615 mmol) and diphenyl N-cyanocarbonimidate (147 mg, 0.615 mmol) in methylene chloride (5 mL). The reaction was stirred at room temperature for 72 h, then quenched with 0.5 N sodium hydroxide. The methylene chloride was washed with water and saturated brine, and dried over sodium sulfate. The solid product (139 mg, 0.291 mmol) was... Reaction conditions: time 72 hour. Run in C(Cl)Cl (methylene chloride), C(CCCC)O (1-pentanol). Reaction SMILES: C([N:4](C(C)C)CC)(C)C.O=C1NC(C2C=CC=C(OC)C=2)=CN1C1CCN(C(O[C@H:33]2[N:39]=[C:38]([C:40]3[CH:45]=[CH:44][CH:43]=[CH:42][CH:41]=3)[C:37]3[CH:46]=[CH:47][CH:48]=[CH:49][C:36]=3[N:35]([CH2:50][C:51]([F:54])([F:53])[F:52])[C:34]2=[O:55])=O)CC1.C1C=CC(O[C:63](OC2C=CC=CC=2)=[N:64][C:65]#[N:66])=CC=1.Cl.[C:75]1([C:81]2[NH:82][C:83](=[O:92])[N:84]([CH:86]3[CH2:91][CH2:90][NH:89][CH2:88][CH2:87]3)[CH:85]=2)[CH:80]=[CH:79][CH:78]=[CH:77][CH:76]=1>C(Cl)Cl.C(O)CCCC>[C:63]([N:64]=[C:65]([N:89]1[CH2:88][CH2:87][CH:86]([N:84]2[CH:85]=[C:81]([C:75]3[CH:76]=[CH:77][CH:78]=[CH:79][CH:80]=3)[NH:82][C:83]2=[O:92])[CH2:91][CH2:90]1)[NH:66][C@@H:33]1[N:39]=[C:38]([C:40]2[CH:45]=[CH:44][CH:43]=[CH:42][CH:41]=2)[C:37]2[CH:46]=[CH:47][CH:48]=[CH:49][C:36]=2[N:35]([CH2:50][C:51]([F:53])([F:54])[F:52])[C:34]1=[O:55])#[N:4] |f:3.4|. Reactants: CCS(=O)(=O)N1CCC(c2n[nH]c3c(C#N)cc(-c4ccccc4F)cc23)CC1, CC(C)(C)O, [K+], [OH-]. Yields the product CCS(=O)(=O)N1CCC(c2n[nH]c3c(C(N)=O)cc(-c4ccccc4F)cc23)CC1. As a reaction SMILES: [CH2:1]([CH3:2])[S:3](=[O:4])(=[O:5])[N:6]1[CH2:7][CH2:8][CH:9]([c:12]2[n:13][nH:14][c:15]3[c:16]([C:28]#[N:29])[cH:17][c:18](-[c:21]4[c:22]([F:27])[cH:23][cH:24][cH:25][cH:26]4)[cH:19][c:20]23)[CH2:10][CH2:11]1.[CH3:32][C:33]([OH:34])([CH3:35])[CH3:36].[K+:31].[OH-:30]>>[CH2:1]([CH3:2])[S:3](=[O:4])(=[O:5])[N:6]1[CH2:7][CH2:8][CH:9]([c:12]2[n:13][nH:14][c:15]3[c:16]([C:28]([NH2:29])=[O:30])[cH:17][c:18](-[c:21]4[c:22]([F:27])[cH:23][cH:24][cH:25][cH:26]4)[cH:19][c:20]23)[CH2:10][CH2:11]1. Starting materials: NC1=NC=CC(=C1Cl)CN1CCN(C(CC1)=O)C (1-(2-Amino-3-chloro-pyridin-4-ylmethyl)-4-methyl-[1,4]diazepan-5-one), [H-].[Na+] (NaH), ClC=1SC(=CN1)C#N (2-chloro-thiazole-5-carbonitrile). Run in C1CCOC1 (THF). Yields the product ClC=1C(=NC=CC1CN1CCN(C(CC1)=O)C)NC=1SC(=CN1)C#N (2-[3-Chloro-4-(4-methyl-5-oxo-[1,4]diazepan-1-ylmethyl)-pyridin-2-ylamino]-thiazole-5-carbonitrile). RXN SMILES: [H-].[Na+].[NH2:3][C:4]1[C:9]([Cl:10])=[C:8]([CH2:11][N:12]2[CH2:18][CH2:17][C:16](=[O:19])[N:15]([CH3:20])[CH2:14][CH2:13]2)[CH:7]=[CH:6][N:5]=1.Cl[C:22]1[S:23][C:24]([C:27]#[N:28])=[CH:25][N:26]=1>C1COCC1>[Cl:10][C:9]1[C:4]([NH:3][C:22]2[S:23][C:24]([C:27]#[N:28])=[CH:25][N:26]=2)=[N:5][CH:6]=[CH:7][C:8]=1[CH2:11][N:12]1[CH2:18][CH2:17][C:16](=[O:19])[N:15]([CH3:20])[CH2:14][CH2:13]1 |f:0.1|. Reported procedure: NaH (0.016 g, 0.40 mmol) was stirred in anhydrous THF, 1.5 mL, under N2. 1-(2-Amino-3-chloro-pyridin-4-ylmethyl)-4-methyl-[1,4]diazepan-5-one (0.045 g, 0.17 mmol) was added followed after 10 min by the addition of 2-chloro-thiazole-5-carbonitrile (0.034 g, 0.23 mmol) and the reaction was heated to reflux. After 4 h the reaction was cooled to RT and quenched by the addition of water. The pH was adjusted to 7 with 1M HCl and the mixture was extracted 3× with EtOAc. The organic extracts were dried ... Reactants: CC(C)=CCCC(C)=CCBr, CCOC(=O)CS(=O)(=O)c1ccc(OC)cc1, CC(C)=O, [K+], [K+], O=C([O-])[O-], C1COCCOCCOCCOCCOCCO1. The product is CCOC(=O)C(CC=C(C)CCC=C(C)C)S(=O)(=O)c1ccc(OC)cc1. Reaction SMILES: [CH2:18]([CH:19]=[C:20]([CH3:21])[CH2:22][CH2:23][CH:24]=[C:25]([CH3:26])[CH3:27])[Br:28].[CH2:1]([CH3:2])[O:3][C:4]([CH2:5][S:6](=[O:7])(=[O:8])[c:9]1[cH:10][cH:11][c:12]([O:15][CH3:16])[cH:13][cH:14]1)=[O:17].[CH3:53][C:54](=[O:55])[CH3:56].[K+:47].[K+:48].[O-:49][C:50]([O-:51])=[O:52].[O:29]1[CH2:30][CH2:31][O:32][CH2:33][CH2:34][O:35][CH2:36][CH2:37][O:38][CH2:39][CH2:40][O:41][CH2:42][CH2:43][O:44][CH2:45][CH2:46]1>>[CH2:1]([CH3:2])[O:3][C:4]([CH:5]([S:6](=[O:7])(=[O:8])[c:9]1[cH:10][cH:11][c:12]([O:15][CH3:16])[cH:13][cH:14]1)[CH2:18][CH:19]=[C:20]([CH3:21])[CH2:22][CH2:23][CH:24]=[C:25]([CH3:26])[CH3:27])=[O:17]. Starting materials: CC=1NC(=C(C(C1C(=O)O)C1=CC(=CC=C1)[N+](=O)[O-])C(=O)OC)C (1,4-dihydro-2,6-dimethyl-5-methoxycarbonyl-4-(3-nitrophenyl)pyridine-3-carboxylic acid), N1(N=CN=C1)CC1=CC=C(C=C1)/C=C/CO ((E)-3-{4-(1,2,4-triazol-1-yl-methyl)phenyl}-2-propen-1-ol), C1(CCCCC1)N=C=NC1CCCCC1 (dicyclohexylcarbodiimide), 4-N,N-dimethylaminopyridine. The solvent is C1(=CC=CC=C1)C (toluene). Yields the product CC=1NC(=C(C(C1C(=O)OC)C1=CC(=CC=C1)[N+](=O)[O-])C(=O)OC\C=C\C1=CC=C(C=C1)CN1N=CN=C1)C (Methyl (E)-3-[4-(1,2,4-triazol-1-ylmethyl)-phenyl]-2-propen-1-yl 1,4-dihydro-2,6-dimethyl-4-(3-nitrophenyl)pyridine-3,5-dicarboxylate). Reaction SMILES: [CH3:1][C:2]1[NH:3][C:4]([CH3:24])=[C:5]([C:20]([O:22][CH3:23])=[O:21])[CH:6]([C:11]2[CH:16]=[CH:15][CH:14]=[C:13]([N+:17]([O-:19])=[O:18])[CH:12]=2)[C:7]=1[C:8](O)=[O:9].[N:25]1([CH2:30][C:31]2[CH:36]=[CH:35][C:34](/[CH:37]=[CH:38]/[CH2:39][OH:40])=[CH:33][CH:32]=2)[CH:29]=[N:28][CH:27]=[N:26]1.C1(N=C=NC2CCCCC2)CCCCC1>C1(C)C=CC=CC=1>[CH3:24][C:4]1[NH:3][C:2]([CH3:1])=[C:7]([C:8]([O:40][CH2:39]/[CH:38]=[CH:37]/[C:34]2[CH:35]=[CH:36][C:31]([CH2:30][N:25]3[CH:29]=[N:28][CH:27]=[N:26]3)=[CH:32][CH:33]=2)=[O:9])[CH:6]([C:11]2[CH:16]=[CH:15][CH:14]=[C:13]([N+:17]([O-:19])=[O:18])[CH:12]=2)[C:5]=1[C:20]([O:22][CH3:23])=[O:21]. Procedure details: 332 mg (1 mM) of 1,4-dihydro-2,6-dimethyl-5-methoxycarbonyl-4-(3-nitrophenyl)pyridine-3-carboxylic acid together with 215 mg (1 mM) of (E)-3-{4-(1,2,4-triazol-1-yl-methyl)phenyl}-2-propen-1-ol, 248 mg (1.2 mM) of dicyclohexylcarbodiimide and 134 mg (1.1 MM) of 4-N,N-dimethylaminopyridine were dissolved in 5 ml of toluene, while heating, and refluxed for six hours. The solution was cooled to room temperatures, and the crystals produced were filtered off. The filtrate was washed with water and dri... The reactants are BrCC1OCCO1 (2-Bromomethyl-1,3-dioxolane), C(C)(CC)N (sec-butylamine), [OH-].[Na+] (sodium hydroxide). Solvent: O (water). Reaction conditions: temperature 100 celsius, time 30 minute. The product is C(C)(CC)NCC1OCCO1 (N-sec-butyl-N-(1,3-dioxolan-2-ylmethyl)amine). As a reaction SMILES: Br[CH2:2][CH:3]1[O:7][CH2:6][CH2:5][O:4]1.[CH:8]([NH2:12])([CH2:10][CH3:11])[CH3:9].[OH-].[Na+]>O>[CH:8]([NH:12][CH2:2][CH:3]1[O:7][CH2:6][CH2:5][O:4]1)([CH2:10][CH3:11])[CH3:9] |f:2.3|. Reported procedure: 2-Bromomethyl-1,3-dioxolane (20 grams) and sec-butylamine (120 ml) were charged into a glass reaction vessel equipped with a mechanical stirrer, thermometer and reflux condenser. The reaction mixture was heated at a temperature of about 100° C. for a period of about 3 hours. After this time sodium hydroxide (10 grams) dissolved in water (100 ml) was added and the resulting mixture was stirred for a period of about 30 minutes. The reaction mixture was then extracted with ether and the ether solut...